From a dataset of the Open Reaction Database (ORD), a public repository of structured organic reaction records. describe an organic reaction: reactants, conditions, products, and yield The reactants are FC(S(=O)(=O)OC1=C(C=C(C=C1)C=O)OC)(F)F (4-formyl-2-methoxyphenyl trifluoromethanesulfonate), tetrakis triphenylphosphine palladium (0), CN(C)C=O (DMF), CCOC(=O)C (EtOAc). The reagents and catalysts are [C-]#N.[Zn+2].[C-]#N (zinc cyanide). Run at temperature 110 celsius, time 8 hour. The product is C(=O)C1=CC(=C(C#N)C=C1)OC (4-formyl-2-methoxybenzonitrile). Reaction SMILES: FC(F)(F)S(O[C:7]1[CH:12]=[CH:11][C:10]([CH:13]=[O:14])=[CH:9][C:8]=1[O:15][CH3:16])(=O)=O.CCOC(C)=O.[CH3:25][N:26](C=O)C>[C-]#N.[Zn+2].[C-]#N>[CH:13]([C:10]1[CH:11]=[CH:12][C:7]([C:25]#[N:26])=[C:8]([O:15][CH3:16])[CH:9]=1)=[O:14] |f:3.4.5|. Procedure details: A mixture of 4-formyl-2-methoxyphenyl trifluoromethanesulfonate (37.0 g, 130 mmol), zinc cyanide (61.0 g, 521 mmol) and tetrakis triphenylphosphine palladium (0) (22.6 g, 19.5 mmol) in DMF (300 mL) were stirred at 110° C. for 8 h. EtOAc was added to the reaction mixture and the organic layer was washed two times with water, dried, filtered and concentrated. The crude product was then purified by column chromatography (silica gel, ethylacetate/hexanes 3:7) which afforded 4-formyl-2-methoxybenzoni... The reactants are [Si](C)(C)(C(C)(C)C)O[C@@H]1C=C2C=C[C@@H]([C@@H]([C@H]2[C@H](C1)O)CC[C@@H]1C[C@H](CC(O1)=O)O[Si](C)(C)C(C)(C)C)C ((4R,6R)-6-{2-[(1S,2S,6S,8S,8aR)-1,2,6,7,8,8a-Hexahydro-6-t-butyldimethylsilyloxy-8-hydroxy-2-methyl-1-naphthyl]ethyl}tetrahydro-4-t-butyldimethylsilyloxy-2H-pyran-2-one), CC(C(=O)Cl)(CCC)C (2,2-dimethylpentanoyl chloride). The product is [Si](C)(C)(C(C)(C)C)O[C@@H]1C=C2C=C[C@@H]([C@@H]([C@H]2[C@H](C1)OC(C(CCC)(C)C)=O)CC[C@@H]1C[C@H](CC(O1)=O)O[Si](C)(C)C(C)(C)C)C ((4R,6R)-6-{2-[(1S,2S,6S,8S,8aR)-1,2,6,7,8,8a-Hexahydro-6-t-butyldimethylsilyloxy-8-(2,2-dimethylvaleryloxy)-2-methyl-1-naphthyl]ethyl}tetrahydro-4-t-butyldimethylsilyloxy-2H-pyran-2-one). The yield is 54.9%. RXN SMILES: [Si:1]([O:8][C@H:9]1[CH2:18][C@H:17]([OH:19])[C@H:16]2[C:11]([CH:12]=[CH:13][C@H:14]([CH3:37])[C@@H:15]2[CH2:20][CH2:21][C@H:22]2[O:27][C:26](=[O:28])[CH2:25][C@H:24]([O:29][Si:30]([C:33]([CH3:36])([CH3:35])[CH3:34])([CH3:32])[CH3:31])[CH2:23]2)=[CH:10]1)([C:4]([CH3:7])([CH3:6])[CH3:5])([CH3:3])[CH3:2].[CH3:38][C:39]([CH3:46])([CH2:43][CH2:44][CH3:45])[C:40](Cl)=[O:41]>>[Si:1]([O:8][C@H:9]1[CH2:18][C@H:17]([O:19][C:40](=[O:41])[C:39]([CH3:46])([CH3:38])[CH2:43][CH2:44][CH3:45])[C@H:16]2[C:11]([CH:12]=[CH:13][C@H:14]([CH3:37])[C@@H:15]2[CH2:20][CH2:21][C@H:22]2[O:27][C:26](=[O:28])[CH2:25][C@H:24]([O:29][Si:30]([C:33]([CH3:36])([CH3:35])[CH3:34])([CH3:31])[CH3:32])[CH2:23]2)=[CH:10]1)([C:4]([CH3:5])([CH3:6])[CH3:7])([CH3:3])[CH3:2]. Reported procedure: A procedure similar to that described in Example 4, above, was followed, but using 2.0 g (3.6 mmol) of (4R,6R)-6-{2-[(1S,2S,6S,8S,8aR)-1,2,6,7,8,8a-hexahydro-6-t-butyldimethylsilyloxy-8-hydroxy-2-methyl-1-naphthyl]ethyl}tetrahydro-4-t-butyldimethylsilyloxy-2H-pyran-2-one [prepared as described in Example B, above] and 2.16 g (14.5 mmol) of 2,2-dimethylpentanoyl chloride, to provide 1.31 g of the title compound. Solvent: O (water), O (water), C1CCOC1.CN(C)C=O (THF DMF). The yield is 79.0%. Reaction conditions: temperature 0 celsius, time 20 minute. The product is ClC=1C=C(CC2C(NC(S2)=O)=O)C=CC1OCCC1CCCCC1 (5-(3-chloro-4-(2-cyclohexylethoxy)benzyl)thiazolidine-2,4-dione), solid. Reaction SMILES: CC(=NO)C(C)=NO.[BH4-].[Na+].[Cl:11][C:12]1[CH:13]=[C:14]([CH:23]=[CH:24][C:25]=1[O:26][CH2:27][CH2:28][CH:29]1[CH2:34][CH2:33][CH2:32][CH2:31][CH2:30]1)[CH:15]=[C:16]1[S:20][C:19](=[O:21])[NH:18][C:17]1=[O:22].C(O)(=O)C>O.[OH-].[Na+].C1COCC1.CN(C=O)C>[Cl:11][C:12]1[CH:13]=[C:14]([CH:23]=[CH:24][C:25]=1[O:26][CH2:27][CH2:28][CH:29]1[CH2:34][CH2:33][CH2:32][CH2:31][CH2:30]1)[CH2:15][CH:16]1[S:20][C:19](=[O:21])[NH:18][C:17]1=[O:22] |f:1.2,6.7,8.9|. The reagents and catalysts are [OH-].[Na+] (NaOH). Starting materials: CoCl2.6H2O, CC(C(=NO)C)=NO (dimethylglyoxime), [BH4-].[Na+] (NaBH4), ClC=1C=C(C=C2C(NC(S2)=O)=O)C=CC1OCCC1CCCCC1 (5-(3-chloro-4-(2-cyclohexylethoxy)benzylidene)thiazolidine-2,4-dione), C(C)(=O)O (acetic acid). Procedure details: To the suspension containing CoCl2.6H2O (3.83 mg, 0.014 mmol) and dimethylglyoxime (63.56 mg, 0.54 mmol) in 10 ml of water, 4 drops of 1.0N NaOH and NaBH4 (355.43 mg, 9.24 mmol) were subsequently added. The mixture was cooled to 0° C., and 5-(3-chloro-4-(2-cyclohexylethoxy)benzylidene)thiazolidine-2,4-dione (1 g, 2.72 mmol) in 15 ml of THF-DMF (2:1) was added thereto over 20 minutes. The mixture was stirred at room temperature for 18 hours, to which acetic acid was then added until the pH thereo... Reactants: ClS(=O)(=O)O (Chlorosulfonic acid), NC1=NC=2CCC3=C(C2C(N1)=O)C=CC=C3 (3-amino-1,2,5,6-tetrahydro-1-oxo-benzo[f]quinazoline). Reaction conditions: time 20 minute. Product: NC1=NC=2CCC3=C(C2C(N1)=O)C=CC(=C3)S(=O)(=O)Cl (3-Amino-1,2,5,6-tetrahydro-1-oxobenzo[f]quinazolin-8-sulfonylchloride). As a reaction SMILES: [Cl:1][S:2]([OH:5])(=O)=[O:3].[NH2:6][C:7]1[NH:16][C:15](=[O:17])[C:14]2[C:13]3[CH:18]=[CH:19][CH:20]=[CH:21][C:12]=3[CH2:11][CH2:10][C:9]=2[N:8]=1>>[NH2:6][C:7]1[NH:16][C:15](=[O:17])[C:14]2[C:13]3[CH:18]=[CH:19][C:20]([S:2]([Cl:1])(=[O:5])=[O:3])=[CH:21][C:12]=3[CH2:11][CH2:10][C:9]=2[N:8]=1. Procedure: Chlorosulfonic acid(25 ml, Aldrich), cooled to 5° C. in ice, was stirred during its addition to 3-amino-1,2,5,6-tetrahydro-1-oxo-benzo[f]quinazoline (5 g, 0.025 mole)contained in a beaker immersed in an ice bath. The solution was removed from the ice bath, stirred for a further 20 min, then poured onto ice (1000 g). The solid product was removed by filtration, washed with water, and dried under high vacuum at room temperature. The sulfonyl chloride was used without further purification. Reactants: initial solvent, C12(C(=O)CC(CC1)C2(C)C)CS(=O)(=O)O.BrC=2C=C1C[C@H](CC1=CC2)N ((S)-5-bromo-2-aminoindane camphorsulfonate salt), C(Cl)Cl (DCM). Yields the product BrC=1C=C2C[C@H](CC2=CC1)NS(=O)(=O)C(C)C (N-[(2S)-5-bromo-2,3-dihydro-1H-inden-2-yl]-2-propanesulfonamide). Reaction SMILES: [C:1]12([CH2:11][S:12]([OH:15])(=[O:14])=O)C(C)(C)C(CC1)CC2=O.[Br:16][C:17]1[CH:18]=[C:19]2[C:23](=[CH:24][CH:25]=1)[CH2:22][C@H:21]([NH2:26])[CH2:20]2.[CH2:27](Cl)Cl>>[Br:16][C:17]1[CH:18]=[C:19]2[C:23](=[CH:24][CH:25]=1)[CH2:22][C@H:21]([NH:26][S:12]([CH:11]([CH3:1])[CH3:27])(=[O:14])=[O:15])[CH2:20]2 |f:0.1|. Procedure: N-[(2S)-5-bromo-2,3-dihydro-1H-inden-2-yl]-2-propanesulfonamide was prepared using a similar method to that disclosed in WO 2006/015828; the initial solvent for conversion of (S)-5-bromo-2-aminoindane camphorsulfonate salt into the free base form was DCM. Starting materials: ClCC=1C(=NC=CC1)SC1CCCC1 (3-Chloromethyl-2-cyclopentylsulfanyl-pyridine), COC(C[C@@H]1COC2=C1C=CC(=C2)O)=O (((S)-6-hydroxy-2,3-dihydro-benzofuran-3-yl)-acetic acid methyl ester). The product is C1(CCCC1)SC1=NC=CC=C1COC1=CC2=C([C@@H](CO2)CC(=O)O)C=C1 ([(S)-6-(2-cyclopentylsulfanyl-pyridin-3-ylmethoxy)-2,3-dihydro-benzofuran-3-yl]-acetic acid). The yield is 67.4%. As a reaction SMILES: Cl[CH2:2][C:3]1[C:4]([S:9][CH:10]2[CH2:14][CH2:13][CH2:12][CH2:11]2)=[N:5][CH:6]=[CH:7][CH:8]=1.C[O:16][C:17](=[O:29])[CH2:18][C@H:19]1[C:23]2[CH:24]=[CH:25][C:26]([OH:28])=[CH:27][C:22]=2[O:21][CH2:20]1>>[CH:10]1([S:9][C:4]2[C:3]([CH2:2][O:28][C:26]3[CH:25]=[CH:24][C:23]4[C@H:19]([CH2:18][C:17]([OH:29])=[O:16])[CH2:20][O:21][C:22]=4[CH:27]=3)=[CH:8][CH:7]=[CH:6][N:5]=2)[CH2:14][CH2:13][CH2:12][CH2:11]1. Reported procedure: 3-Chloromethyl-2-cyclopentylsulfanyl-pyridine (11 mg, 0.05 mmol) obtained in Step C of Preparation Example 8 and ((S)-6-hydroxy-2,3-dihydro-benzofuran-3-yl)-acetic acid methyl ester (10 mg, 0.05 mmol) obtained in Preparation Example 56 were used to react sequentially in the same manner as in Steps A and B of Example 1 to obtain the title compound (13 mg, 70%). The reactants are peracid, C(Cl)Cl (methylene chloride), C[C@@]12CCC=C[C@]13OC([C@H](CC2)C3)(C)C ((1S,6S,9R)6,10,10-trimethyl-11-oxatricyclo[7.2.1.01,6]dodec-2-ene), C(Cl)(Cl)Cl (chloroform), C[C@@]12CCC=C[C@]13OC([C@H](CC2)C3)(C)C ((1S,6S,9R)6,10,10-trimethyl-11-oxatricyclo[7.2.1.01,6]dodec-2-ene), ClC1=CC(=CC=C1)C(=O)OO (meta-chloroperbenzoic acid). Run in C1=CC=CC=C1 (benzene). The product is C[C@@]12CCC3[C@@H]([C@@]14OC([C@H](CC2)C4)(C)C)O3 ((1S,2S,6R,9R)6,10,10-trimethyl-2,3-epoxy-11-oxatricyclo[7.2.1.01,6]dodecane). Reaction SMILES: C(Cl)Cl.C(Cl)(Cl)Cl.[CH3:8][C@:9]12[CH2:19][CH2:18][C@@H:17]3[CH2:20][C@:14]1([O:15][C:16]3([CH3:22])[CH3:21])[CH:13]=[CH:12][CH2:11][CH2:10]2.ClC1C=CC=C(C(OO)=[O:31])C=1>C1C=CC=CC=1>[CH3:8][C@:9]12[CH2:19][CH2:18][C@@H:17]3[CH2:20][C@@:14]1([O:15][C:16]3([CH3:22])[CH3:21])[C@H:13]1[O:31][CH:12]1[CH2:11][CH2:10]2. Procedure: In Scheme III, compound of formula (5) is reduced by metallic hydride complex, preferably LiAlH4, to form compound of formula (Ic-1) in organic solvent such as diethylether, tetrahydrofuran, 1,2-dimethoxyethane, or any other solvent that does not interfere with the reaction at room temperature. Oxidation of compound of formula (Ic-1) by CrO3/pyridine, pyridinum chlorochromate (PCC) or Jones reagent, preferably PCC, produces compound of formula (Ic-2) and the reaction is generally conducted in or...